This data is from the Open Reaction Database (ORD), a public repository of structured organic reaction records. The task is: describe an organic reaction: reactants, conditions, products, and yield Starting materials: CNCCNC(=O)C1=NC(=C(N=C1N)N)Cl (3,5-Diamino-6-chloro-pyrazine-2-carboxylic acid (2-methylamino-ethyl)-amide), CNCCNC(=O)C1=NC(=C(N=C1N)N)Cl (3,5-Diamino-6-chloro-pyrazine-2-carboxylic acid (2-methylamino-ethyl)-amide), COC(COC1=CC=C(C=C1)CCCBr)=O ([4-(3-Bromo-propyl)-phenoxy]-acetic acid methyl ester), COC(COC1=CC=C(C=C1)CCCBr)=O ([4-(3-Bromo-propyl)-phenoxy]-acetic acid methyl ester), C([O-])([O-])=O.[Na+].[Na+] (sodium carbonate). Run in CC(=O)C (acetone). Yields the product COC(COC1=CC=C(C=C1)CCCN(C)CCNC(=O)C1=NC(=C(N=C1N)N)Cl)=O ({4-[3-({2-[(3,5-Diamino-6-chloro-pyrazine-2-carbonyl)-amino]-ethyl}-methyl-amino)-propyl]-phenoxy}-acetic acid methyl ester). Reaction SMILES: [CH3:1][NH:2][CH2:3][CH2:4][NH:5][C:6]([C:8]1[C:13]([NH2:14])=[N:12][C:11]([NH2:15])=[C:10]([Cl:16])[N:9]=1)=[O:7].[CH3:17][O:18][C:19](=[O:32])[CH2:20][O:21][C:22]1[CH:27]=[CH:26][C:25]([CH2:28][CH2:29][CH2:30]Br)=[CH:24][CH:23]=1.C(=O)([O-])[O-].[Na+].[Na+]>CC(C)=O>[CH3:17][O:18][C:19](=[O:32])[CH2:20][O:21][C:22]1[CH:27]=[CH:26][C:25]([CH2:28][CH2:29][CH2:30][N:2]([CH2:3][CH2:4][NH:5][C:6]([C:8]2[C:13]([NH2:14])=[N:12][C:11]([NH2:15])=[C:10]([Cl:16])[N:9]=2)=[O:7])[CH3:1])=[CH:24][CH:23]=1 |f:2.3.4|. Procedure: To a solution of 3,5-Diamino-6-chloro-pyrazine-2-carboxylic acid (2-methylamino-ethyl)-amide (Intermediate E) (0.97 g, 2.7 mmol) and [4-(3-Bromo-propyl)-phenoxy]-acetic acid methyl ester (Intermediate Q) (2.33 g, 8.12 mmol) in acetone (30 mL) is added sodium carbonate (0.86 g, 8.12 mmol), and the reaction is heated at reflux for 4 days. After this time, the reaction is allowed to cool to RT, filtered, and concentrated in vacuo. The residue is purified by reverse phase chromatography (Isolute™ C1... The reactants are SCc1ccccc1Cl, C#Cc1ccc(F)cc1, [Na]. Product: Fc1ccc(C=CSCc2ccccc2Cl)cc1. As a reaction SMILES: [Cl:10][c:11]1[c:12]([CH2:13][SH:14])[cH:15][cH:16][cH:17][cH:18]1.[F:1][c:2]1[cH:3][cH:4][c:5]([C:8]#[CH:9])[cH:6][cH:7]1.[Na:19]>>[F:1][c:2]1[cH:3][cH:4][c:5]([CH:8]=[CH:9][S:14][CH2:13][c:12]2[c:11]([Cl:10])[cH:18][cH:17][cH:16][cH:15]2)[cH:6][cH:7]1. Reactants: C1(=CC=CC=C1)P(C1=CC=CC=C1)CC(CO)(CC1=CC=CC1)CP(C1=CC=CC=C1)C1=CC=CC=C1 (2,2-Bis(diphenylphosphinomethyl)-3-cyclopenta-dienyl-1-propanol), [C-]1=CC=CC=2PC3=C(C21)C=CC=C3.[Li+] (lithium dibenzophospholide), C1(C=CC=C1)CC1(COC1)CP(C1=CC=CC=C1)C1=CC=CC=C1 (3-(Cyclopentadienylmethyl)-3-(diphenylphosphino-methyl)oxetane), [Li]CCCC (n-BuLi). The product is C1(C=CC=C1)CC(CO)(CP(C1=CC=CC=C1)C1=CC=CC=C1)CP1C2=C(C3=C1C=CC=C3)C=CC=C2 (3-Cyclopentadienyl-2-(5-dibenzophospholylmethyl)-2-(diphenylphosphinomethyl)-1-propanol). RXN SMILES: [C:1]1([P:7]([CH2:14][C:15]([CH2:24][P:25]([C:32]2[CH:37]=[CH:36][CH:35]=[CH:34][CH:33]=2)[C:26]2[CH:31]=[CH:30][CH:29]=[CH:28][CH:27]=2)([CH2:18][C:19]2[CH2:23][CH:22]=[CH:21][CH:20]=2)[CH2:16][OH:17])[C:8]2[CH:13]=[CH:12][CH:11]=[CH:10][CH:9]=2)[CH:6]=[CH:5][CH:4]=[CH:3][CH:2]=1.C1(CC2(CP(C3C=CC=CC=3)C3C=CC=CC=3)COC2)C=CC=C1.[Li]CCCC.[C-]1C2C3C=CC=CC=3PC=2C=CC=1.[Li+]>>[CH:19]1([CH2:18][C:15]([CH2:14][P:7]2[C:8]3[CH:13]=[CH:12][CH:11]=[CH:10][C:9]=3[C:6]3[CH:5]=[CH:4][CH:3]=[CH:2][C:1]2=3)([CH2:24][P:25]([C:32]2[CH:37]=[CH:36][CH:35]=[CH:34][CH:33]=2)[C:26]2[CH:27]=[CH:28][CH:29]=[CH:30][CH:31]=2)[CH2:16][OH:17])[CH:23]=[CH:22][CH:21]=[CH:20]1 |f:3.4|. Reported procedure: The preparation was carried out using a method similar to that for 3a. 1.6 g (4.8 mmol) of 2a were deprotonated with 2 ml (4.8 mmol) of n-BuLi solution and reacted with 1.2 equivalents of lithium dibenzophospholide solution to give the crude product 3c. The colorless oil which remained was dissolved in methylene chloride and absorbed on kieselguhr. This was followed by flash chromatography on silica gel (23*4 cm; eluant: PE/diethyl ether in a ratio of 8.5:1.5, RF =0.27). This gave 1.36 g (55%) o... As a reaction SMILES: [C:1]([O:5][C:6]([NH:8][C@@H:9]([CH2:32][CH3:33])[C:10]([N:12]1[C:20]2[C:15](=[CH:16][C:17]([O:21][CH2:22][C:23]3[CH:28]=[CH:27][CH:26]=[CH:25][CH:24]=3)=[CH:18][CH:19]=2)[CH2:14][CH:13]1[C:29]([OH:31])=O)=[O:11])=[O:7])([CH3:4])([CH3:3])[CH3:2].[CH2:34]([NH2:38])[CH2:35][CH2:36][CH3:37]>>[CH2:34]([NH:38][C:29]([CH:13]1[CH2:14][C:15]2[C:20](=[CH:19][CH:18]=[C:17]([O:21][CH2:22][C:23]3[CH:28]=[CH:27][CH:26]=[CH:25][CH:24]=3)[CH:16]=2)[N:12]1[C:10](=[O:11])[C@@H:9]([NH:8][C:6]([O:5][C:1]([CH3:2])([CH3:3])[CH3:4])=[O:7])[CH2:32][CH3:33])=[O:31])[CH2:35][CH2:36][CH3:37]. Reactants: C(C)(C)(C)OC(=O)N[C@H](C(=O)N1C(CC2=CC(=CC=C12)OCC1=CC=CC=C1)C(=O)O)CC (1-(N-t-butoxycarbonyl-2(S)-aminobutyryl)-5-benzyloxyindoline-2-(R/S)-carboxylic acid), C(CCC)N (butyl amine). Product: C(CCC)NC(=O)C1N(C2=CC=C(C=C2C1)OCC1=CC=CC=C1)C([C@H](CC)NC(=O)OC(C)(C)C)=O (1-[N-t-Butoxycarbonyl-2(S)-aminobutyryl]-5-benzyloxyindoline-2(R/S)-carboxylic acid butyl amide). Reported procedure: This compound was prepared from 1-(N-t-butoxycarbonyl-2(S)-aminobutyryl)-5-benzyloxyindoline-2-(R/S)-carboxylic acid and butyl amine as described in Example 6. The reactants are O=C(O)c1ccc(Br)cc1F, CO, C[Si](C)(C)Cl. The product is COC(=O)c1ccc(Br)cc1F. RXN SMILES: [Br:1][c:2]1[cH:3][c:4]([F:11])[c:5]([C:6](=[O:7])[OH:8])[cH:9][cH:10]1.[CH3:17][OH:18].[Cl:12][Si:13]([CH3:14])([CH3:15])[CH3:16]>>[Br:1][c:2]1[cH:3][c:4]([F:11])[c:5]([C:6](=[O:7])[O:8][CH3:14])[cH:9][cH:10]1.